From a dataset of the Open Reaction Database (ORD), a public repository of structured organic reaction records. describe an organic reaction: reactants, conditions, products, and yield Reactants: C=CCOc1cc(CCl)ccc1F, CCOC(=O)C(NC(C)=O)C(=O)OCC, CCO, [Na]. Yields the product C=CCOc1cc(CC(NC(C)=O)(C(=O)OCC)C(=O)OCC)ccc1F. Reaction SMILES: [CH2:17]([CH:18]=[CH2:19])[O:20][c:21]1[c:22]([F:29])[cH:23][cH:24][c:25]([CH2:27][Cl:28])[cH:26]1.[CH2:2]([CH3:3])[O:4][C:5]([CH:6]([C:7](=[O:8])[O:9][CH2:10][CH3:11])[NH:12][C:13]([CH3:14])=[O:15])=[O:16].[CH3:30][CH2:31][OH:32].[Na:1]>>[CH2:2]([CH3:3])[O:4][C:5]([C:6]([C:7](=[O:8])[O:9][CH2:10][CH3:11])([NH:12][C:13]([CH3:14])=[O:15])[CH2:27][c:25]1[cH:24][cH:23][c:22]([F:29])[c:21]([O:20][CH2:17][CH:18]=[CH2:19])[cH:26]1)=[O:16]. The reactants are [Br-], COc1ccc(Br)cc1, O=C([O-])[O-], [K+], [K+], c1c[nH]cn1. Yields the product COc1ccc(-n2ccnc2)cc1. RXN SMILES: [Br-:21].[Br:1][c:2]1[cH:3][cH:4][c:5]([O:8][CH3:9])[cH:6][cH:7]1.[C:15](=[O:16])([O-:17])[O-:18].[K+:19].[K+:20].[nH:10]1[cH:11][n:12][cH:13][cH:14]1>>[c:2]1(-[n:10]2[cH:11][n:12][cH:13][cH:14]2)[cH:3][cH:4][c:5]([O:8][CH3:9])[cH:6][cH:7]1. Reactants: N#Cc1c(O)nc2ccccc2c1O, O=[N+]([O-])O, O=S(=O)(O)O. Product: N#Cc1c(O)nc2ccc([N+](=O)[O-])cc2c1O. As a reaction SMILES: [C:1](#[N:2])[c:3]1[c:4]([OH:14])[n:5][c:6]2[cH:7][cH:8][cH:9][cH:10][c:11]2[c:12]1[OH:13].[OH:15][N+:16]([O-:17])=[O:18].[S:19](=[O:20])(=[O:21])([OH:22])[OH:23]>>[C:1](#[N:2])[c:3]1[c:4]([OH:14])[n:5][c:6]2[cH:7][cH:8][c:9]([N+:16](=[O:15])[O-:17])[cH:10][c:11]2[c:12]1[OH:13]. Starting materials: NC1=NC(=C(C#N)C(=C1)C=1OC=CC1)SC (6-amino-4-furan-2-yl-2-methylsulfanyl-nicotinonitrile), C1(=CC=CC=C1)C1N(O1)S(=O)(=O)C1=CC=CC=C1 (3-phenyl-2-(phenylsulfonyl)oxaziridine). The solvent is ClCCl (dichloromethane). Conditions: time 16 hour. The product is NC1=NC(=C(C#N)C(=C1)C=1OC=CC1)S(=O)C (6-amino-4-furan-2-yl-2-methanesulfinyl-nicotinonitrile). The yield is 78.1%. Reaction SMILES: [NH2:1][C:2]1[CH:9]=[C:8]([C:10]2[O:11][CH:12]=[CH:13][CH:14]=2)[C:5]([C:6]#[N:7])=[C:4]([S:15][CH3:16])[N:3]=1.C1(C2[O:25]N2S(C2C=CC=CC=2)(=O)=O)C=CC=CC=1>ClCCl>[NH2:1][C:2]1[CH:9]=[C:8]([C:10]2[O:11][CH:12]=[CH:13][CH:14]=2)[C:5]([C:6]#[N:7])=[C:4]([S:15]([CH3:16])=[O:25])[N:3]=1. Procedure: To a stirred suspension of 600 mg (2.59 mmol) 6-amino-4-furan-2-yl-2-methylsulfanyl-nicotinonitrile in 10 ml dichloromethane was added 1,36 g (5.19 mmol) 3-phenyl-2-(phenylsulfonyl)oxaziridine and stirring continued for 16 hours at room temperature. The resulting crystals were collected by filtration and washed with dichloromethane to afford 500 mg (78%) 6-amino-4-furan-2-yl-2-methanesulfinyl-nicotinonitrile as a white crystalline solid. EI-MS m/e (%): 247 (M+, 26), 230 (12), 201 (100), 184 (24)... The reactants are FC(COC1=CC(=NC=C1)C(C)=O)(F)F (1-(4-(2,2,2-trifluoroethoxy)pyridin-2-yl)ethanone), CC(C)(C)[S@@](=O)N ((R)-2-methylpropane-2-sulfinamide), Amine-1. Product: CC(C)(C)[S@@](=O)NC(C)C1=NC=CC(=C1)OCC(F)(F)F ((R)-2-methyl-N-(1-(4-(2,2,2-trifluoroethoxy)pyridin-2-yl)ethyl)propane-2-sulfinamide). Yield: 35.0%. RXN SMILES: [F:1][C:2]([F:15])([F:14])[CH2:3][O:4][C:5]1[CH:10]=[CH:9][N:8]=[C:7]([C:11](=O)[CH3:12])[CH:6]=1.[CH3:16][C:17]([S@:20]([NH2:22])=[O:21])([CH3:19])[CH3:18]>>[CH3:16][C:17]([S@:20]([NH:22][CH:11]([C:7]1[CH:6]=[C:5]([O:4][CH2:3][C:2]([F:15])([F:14])[F:1])[CH:10]=[CH:9][N:8]=1)[CH3:12])=[O:21])([CH3:19])[CH3:18]. Procedure: The title compound is prepared in 35% yield (60 mg, colorless oil) from 1-(4-(2,2,2-trifluoroethoxy)pyridin-2-yl)ethanone (120 mg, 0.53 mmol, Step-3) and (R)-2-methylpropane-2-sulfinamide by the similar manner in Step-4 of Amine-1. The reactants are N([C@@H](CC1=CC=CC=C1)C(=O)N[C@@H](CC1=CNC=N1)C(=O)O)C(=O)OC(C)(C)C (BOC-Phe-His-OH), C(C)N(C(C)C)C(C)C (ethyldiisopropylamine), C1CCC(CC1)N=C=NC2CCCCC2 (DCCI), N[C@@H](CC(C)C)C(=O)N[C@@H](C(C)C)C(=O)N[C@@H](C)C(=O)N[C@@H](CC(C)C)[C@@H](O)CC(=O)OC.Cl (H-Leu-Val-Ala-Sta-OCH3.HCl), C=1C=CC2=C(C1)N=NN2O (HOBT). Product: N([C@@H](CC1=CC=CC=C1)C(=O)N[C@@H](CC1=CNC=N1)C(=O)N[C@@H](CC(C)C)C(=O)N[C@@H](C(C)C)C(=O)N[C@@H](C)C(=O)N[C@@H](CC(C)C)[C@@H](O)CC(=O)OC)C(=O)OC(C)(C)C (BOC-Phe-His-Leu-Val-Ala-Sta-OCH3). RXN SMILES: [NH:1]([C:23]([O:25][C:26]([CH3:29])([CH3:28])[CH3:27])=[O:24])[C@H:2]([C:10]([NH:12][C@H:13]([C:20](O)=[O:21])[CH2:14][C:15]1[N:19]=[CH:18][NH:17][CH:16]=1)=[O:11])[CH2:3][C:4]1[CH:9]=[CH:8][CH:7]=[CH:6][CH:5]=1.[NH2:30][C@H:31]([C:36]([NH:38][C@H:39]([C:43]([NH:45][C@H:46]([C:48]([NH:50][C@H:51]([C@H:56]([CH2:58][C:59]([O:61][CH3:62])=[O:60])[OH:57])[CH2:52][CH:53]([CH3:55])[CH3:54])=[O:49])[CH3:47])=[O:44])[CH:40]([CH3:42])[CH3:41])=[O:37])[CH2:32][CH:33]([CH3:35])[CH3:34].Cl.C1C=CC2N(O)N=NC=2C=1.C(N(C(C)C)C(C)C)C.C1CCC(N=C=NC2CCCCC2)CC1>>[NH:1]([C:23]([O:25][C:26]([CH3:28])([CH3:27])[CH3:29])=[O:24])[C@H:2]([C:10]([NH:12][C@H:13]([C:20]([NH:30][C@H:31]([C:36]([NH:38][C@H:39]([C:43]([NH:45][C@H:46]([C:48]([NH:50][C@H:51]([C@H:56]([CH2:58][C:59]([O:61][CH3:62])=[O:60])[OH:57])[CH2:52][CH:53]([CH3:54])[CH3:55])=[O:49])[CH3:47])=[O:44])[CH:40]([CH3:41])[CH3:42])=[O:37])[CH2:32][CH:33]([CH3:35])[CH3:34])=[O:21])[CH2:14][C:15]1[N:19]=[CH:18][NH:17][CH:16]=1)=[O:11])[CH2:3][C:4]1[CH:9]=[CH:8][CH:7]=[CH:6][CH:5]=1 |f:1.2|. Procedure: In a manner analogous to that described in Example 1, using as starting materials 52 mg of BOC-Phe-His-OH, 60 mg of H-Leu-Val-Ala-Sta-OCH3.HCl, 18 mg of HOBT, 0.24 ml of ethyldiisopropylamine and 34 mg of DCCI, the title compound is obtained in the form of a colourless powder after flash chromatography (30 g of silica gel 60, 40-63 μm, system N8). Rf(N9)=0.38. Starting materials: C1(CC1)N (Cyclopropyl amine), C1(=CC=CC=C1)OC(NC1=CC(=CC=C1)C(=O)C1=CN(C=2N=CN=C(C21)N)C2CCCC2)=O ([3-(4-Amino-7-cyclopentyl-7H-pyrrolo[2,3-d]pyrimidine-5-carbonyl)-phenyl]-carbamic acid phenyl ester). Solvent: C1CCOC1 (THF). Conditions: time 2 hour. Product: NC=1C2=C(N=CN1)N(C=C2C(=O)C=2C=C(C=CC2)NC(=O)NC2CC2)C2CCCC2 (1-[3-(4-Amino-7-cyclopentyl-7H-pyrrolo[2,3-d]pyrimidine-5-carbonyl)-phenyl]-3-cyclopropyl-urea). Isolated yield 98.9%. Reaction SMILES: [CH:1]1([NH2:4])[CH2:3][CH2:2]1.C1([O:11][C:12](=O)[NH:13][C:14]2[CH:19]=[CH:18][CH:17]=[C:16]([C:20]([C:22]3[C:30]4[C:29]([NH2:31])=[N:28][CH:27]=[N:26][C:25]=4[N:24]([CH:32]4[CH2:36][CH2:35][CH2:34][CH2:33]4)[CH:23]=3)=[O:21])[CH:15]=2)C=CC=CC=1>C1COCC1>[NH2:31][C:29]1[C:30]2[C:22]([C:20]([C:16]3[CH:15]=[C:14]([NH:13][C:12]([NH:4][CH:1]4[CH2:3][CH2:2]4)=[O:11])[CH:19]=[CH:18][CH:17]=3)=[O:21])=[CH:23][N:24]([CH:32]3[CH2:36][CH2:35][CH2:34][CH2:33]3)[C:25]=2[N:26]=[CH:27][N:28]=1. Procedure details: Cyclopropyl amine (130 mg, 2.3 mmol) was added to a solution of [3-(4-Amino-7-cyclopentyl-7H-pyrrolo[2,3-d]pyrimidine-5-carbonyl)-phenyl]-carbamic acid phenyl ester (50 mg, 0.11 mmol) in THF (3 mL). The reaction mixture was stirred at room temperature for 2 h and concentrated in vacuo. Purification by flash column chromatography (silica, 4:96→15:85 MeOH:CH2Cl2) provided the title compound as a pale yellow solid (44 mg, 95%). MS: 405.2 (MH+); HPLC Rf: 4.73 min. (HPLC method 4); HPLC purity: 100%.